This data is from the Open Reaction Database (ORD), a public repository of structured organic reaction records. The task is: describe an organic reaction: reactants, conditions, products, and yield Reactants: COc1ccc2c(c1)C13CCNC(C2)C1(OC)C(C)CC(=O)C3, CCO, BrCC1CC1, Cl, [Na+], [Na+], O=C([O-])[O-]. Product: COc1ccc2c(c1)C13CCN(CC4CC4)C(C2)C1(OC)C(C)CC(=O)C3. RXN SMILES: [CH3:2][O:3][c:4]1[cH:5][cH:6][c:7]2[c:16]([cH:17]1)[C:15]13[C:10]([O:23][CH3:24])([CH:9]([CH2:8]2)[NH:20][CH2:19][CH2:18]1)[CH:11]([CH3:22])[CH2:12][C:13](=[O:21])[CH2:14]3.[CH3:36][CH2:37][OH:38].[CH:25]1([CH2:28][Br:29])[CH2:26][CH2:27]1.[ClH:1].[Na+:30].[Na+:31].[O-:32][C:33](=[O:34])[O-:35]>>[CH3:2][O:3][c:4]1[cH:5][cH:6][c:7]2[c:16]([cH:17]1)[C:15]13[C:10]([O:23][CH3:24])([CH:9]([CH2:8]2)[N:20]([CH2:28][CH:25]2[CH2:26][CH2:27]2)[CH2:19][CH2:18]1)[CH:11]([CH3:22])[CH2:12][C:13](=[O:21])[CH2:14]3. Starting materials: CCC(Br)c1nc2oc(Br)cc2c(=O)n1Cc1ccccc1, CN(C)CCN, CCO. The product is CCC(NCCN(C)C)c1nc2oc(Br)cc2c(=O)n1Cc1ccccc1. RXN SMILES: [CH2:1]([c:2]1[cH:3][cH:4][cH:5][cH:6][cH:7]1)[n:8]1[c:9]([CH:19]([CH2:20][CH3:21])[Br:22])[n:10][c:11]2[c:12]([c:13]1=[O:14])[cH:15][c:16]([Br:18])[o:17]2.[CH3:23][N:24]([CH2:25][CH2:26][NH2:27])[CH3:28].[CH3:29][CH2:30][OH:31]>>[CH2:1]([c:2]1[cH:3][cH:4][cH:5][cH:6][cH:7]1)[n:8]1[c:9]([CH:19]([CH2:20][CH3:21])[NH:27][CH2:26][CH2:25][N:24]([CH3:23])[CH3:28])[n:10][c:11]2[c:12]([c:13]1=[O:14])[cH:15][c:16]([Br:18])[o:17]2.